From a dataset of the Open Reaction Database (ORD), a public repository of structured organic reaction records. describe an organic reaction: reactants, conditions, products, and yield Starting materials: O=C([O-])[O-], CCCCCCBr, Clc1nsnc1-c1cccnc1, [K+], [K+], [Na], CN(C)C=O, O, S. Product: CCCCCCSc1nsnc1-c1cccnc1. RXN SMILES: [C:15](=[O:16])([O-:17])[O-:18].[CH2:21]([CH2:22][CH2:23][CH2:24][CH2:25][CH3:26])[Br:27].[Cl:3][c:4]1[n:5][s:6][n:7][c:8]1-[c:9]1[cH:10][n:11][cH:12][cH:13][cH:14]1.[K+:19].[K+:20].[Na:2].[O:28]=[CH:29][N:30]([CH3:31])[CH3:32].[OH2:33].[SH2:1]>>[S:1]([c:4]1[n:5][s:6][n:7][c:8]1-[c:9]1[cH:10][n:11][cH:12][cH:13][cH:14]1)[CH2:21][CH2:22][CH2:23][CH2:24][CH2:25][CH3:26]. Reactants: ClC1=CC=C(C=C1)C(C(CCCC)N)N (1-(4-chloro-phenyl)-hexane-1,2-diamine), Cl.C(C)OC1=C(C(OCC)=N)C=CC(=C1)OC (ethyl 2-ethoxy-4-methoxy-benzimidate hydrochloride), ClC1=CC=C(C=C1)C1C(N=C(N1)C1=C(C=C(C=C1)OC)OCC)CC1CCCC1 (5-(4-chloro-phenyl)-4-cyclopentylmethyl-2-(2-ethoxy-4-methoxy-phenyl)-4,5-dihydro-1H-imidazole). Yields the product C(CCC)C1N=C(NC1C1=CC=C(C=C1)Cl)C1=C(C=C(C=C1)OC)OCC (4-Butyl-5-(4-chloro-phenyl)-2-(2-ethoxy-4-methoxy-phenyl)-4,5-dihydro-1H-imidazole). Reaction SMILES: ClC1C=CC(C(N)C(N)CCCC)=CC=1.Cl.C(OC1C=C(OC)C=CC=1C(=N)OCC)C.[Cl:33][C:34]1[CH:39]=[CH:38][C:37]([CH:40]2[NH:44][C:43]([C:45]3[CH:50]=[CH:49][C:48]([O:51][CH3:52])=[CH:47][C:46]=3[O:53][CH2:54][CH3:55])=[N:42][CH:41]2[CH2:56][CH:57]2CC[CH2:59][CH2:58]2)=[CH:36][CH:35]=1>>[CH2:56]([CH:41]1[CH:40]([C:37]2[CH:36]=[CH:35][C:34]([Cl:33])=[CH:39][CH:38]=2)[NH:44][C:43]([C:45]2[CH:50]=[CH:49][C:48]([O:51][CH3:52])=[CH:47][C:46]=2[O:53][CH2:54][CH3:55])=[N:42]1)[CH2:57][CH2:58][CH3:59] |f:1.2|. Procedure: 4-Butyl-5-(4-chloro-phenyl)-2-(2-ethoxy-4-methoxy-phenyl)-4,5-dihydro-1H-imidazole was prepared from 1-(4-chloro-phenyl)-hexane-1,2-diamine and ethyl 2-ethoxy-4-methoxy-benzimidate hydrochloride in an analogous manner as described for the preparation of 5-(4-chloro-phenyl)-4-cyclopentylmethyl-2-(2-ethoxy-4-methoxy-phenyl)-4,5-dihydro-1H-imidazole (Example 9). HR-MS (ES, m/z) observed 387.1839, calculated for C22H28N2O2Cl [(M+H)+]387.1834. The reactants are C(CCC(=O)OCC)(=O)OCC (diethyl succinate), C1CCC(CC1)C=O (cyclohexylcarboxaldehyde), CC(C)([O-])C.[K+] (potassium tert-butoxide). Solvent: C(C)(C)(C)O (tert-butanol). Conditions: time 1 hour. Product: C(C)OC(C(CC(=O)O)=CC1CCCCC1)=O (2-(Cyclohexylmethylidene)succinic acid mono-ethyl ester). Isolated yield 78.7%. Reaction SMILES: CC(C)([O-])C.[K+].[C:7]([O:16]CC)(=[O:15])[CH2:8][CH2:9][C:10]([O:12][CH2:13][CH3:14])=[O:11].[CH2:19]1[CH2:24][CH2:23][CH:22]([CH:25]=O)[CH2:21][CH2:20]1>C(O)(C)(C)C>[CH2:13]([O:12][C:10](=[O:11])[C:9](=[CH:25][CH:22]1[CH2:23][CH2:24][CH2:19][CH2:20][CH2:21]1)[CH2:8][C:7]([OH:16])=[O:15])[CH3:14] |f:0.1|. Reported procedure: To a solution of 11.2 g (0.1 mol) potassium tert-butoxide in 100 ml tert-butanol was added a mixture of 17.4 g (0.1 mol) diethyl succinate and 11.2 g (0.1 mol) cyclohexylcarboxaldehyde over a period of 30 min. The mixture was allowed to stir at room temperature for one hour and heated to 50° C. for an additional hour. The solvent was removed under reduced pressure, the residue was dissolved in 100 ml water and transferred into a separation funnel. The solution was extracted twice with 50 ml ethy... The reactants are CC1=C(C=C(C=C1)OC1=NC=C(C=C1)[N+](=O)[O-])OC (2-{[4-methyl-3-(methyloxy)phenyl]oxy}-5-nitropyridine), O (water), [Cl-].[NH4+] (ammonium chloride). Reagents/catalysts: [Fe] (iron). Run in O1CCCC1 (tetrahydrofuran). Run at time 8 hour. Product: CC1=C(C=C(C=C1)OC1=CC=C(C=N1)N)OC (6-{[4-methyl-3-(methyloxy)phenyl]oxy}-3-pyridinamine). Yield: 92.5%. As a reaction SMILES: [CH3:1][C:2]1[CH:7]=[CH:6][C:5]([O:8][C:9]2[CH:14]=[CH:13][C:12]([N+:15]([O-])=O)=[CH:11][N:10]=2)=[CH:4][C:3]=1[O:18][CH3:19].O.[Cl-].[NH4+]>O1CCCC1.[Fe]>[CH3:1][C:2]1[CH:7]=[CH:6][C:5]([O:8][C:9]2[N:10]=[CH:11][C:12]([NH2:15])=[CH:13][CH:14]=2)=[CH:4][C:3]=1[O:18][CH3:19] |f:2.3|. Procedure: To a solution of 2-{[4-methyl-3-(methyloxy)phenyl]oxy}-5-nitropyridine (Reference Intermediate R3, 568 mg) in tetrahydrofuran (25 mL)/water (12.50 mL), iron (609 mg, 10.91 mmol) and then ammonium chloride (584 mg, 10.91 mmol) were added and the reaction mixture was stirred for 8 hours at room temperature. The catalyst was filtered off and the solution was diluted with an aqueous saturated solution of Na2CO3 (5 mL) and extracted with ethyl acetate (2 times 40 mL). Combined organic layers were dri... Reactants: Brc1cncnc1, CC(=O)OC1CSC(Oc2cc(Br)cnc2F)C(OC(C)=O)C1OC(C)=O. The product is CC(=O)OC1CSC(Oc2cc(-c3cncnc3)cnc2F)C(OC(C)=O)C1OC(C)=O. As a reaction SMILES: [Br:1][c:2]1[cH:3][n:4][cH:5][n:6][cH:7]1.[C:8]([CH3:9])(=[O:10])[O:11][CH:12]1[CH:13]([O:14][c:15]2[c:16]([F:22])[n:17][cH:18][c:19]([Br:21])[cH:20]2)[S:23][CH2:24][CH:25]([O:31][C:32]([CH3:33])=[O:34])[CH:26]1[O:27][C:28]([CH3:29])=[O:30]>>[c:2]1(-[c:19]2[cH:18][n:17][c:16]([F:22])[c:15]([O:14][CH:13]3[CH:12]([O:11][C:8]([CH3:9])=[O:10])[CH:26]([O:27][C:28]([CH3:29])=[O:30])[CH:25]([O:31][C:32]([CH3:33])=[O:34])[CH2:24][S:23]3)[cH:20]2)[cH:3][n:4][cH:5][n:6][cH:7]1.